This data is from the Open Reaction Database (ORD), a public repository of structured organic reaction records. The task is: describe an organic reaction: reactants, conditions, products, and yield The reactants are CC=1C=CC=CC1N (o-tolylamine), ClCC(=O)Cl (chloroacetyl chloride), C(C)N=C=S (ethylisothiocyanate). Yields the product C(C)\N=C\1/SCC(N1C1=C(C=CC=C1)C)=O (2-[(Z)-Ethylimino]-3-(2-methylphenyl)-thiazolidin-4-one). Reaction SMILES: [CH3:1][C:2]1[CH:3]=[CH:4][CH:5]=[CH:6][C:7]=1[NH2:8].Cl[CH2:10][C:11](Cl)=[O:12].[CH2:14]([N:16]=[C:17]=[S:18])[CH3:15]>>[CH2:14](/[N:16]=[C:17]1\[S:18][CH2:10][C:11](=[O:12])[N:8]\1[C:7]1[CH:6]=[CH:5][CH:4]=[CH:3][C:2]=1[CH3:1])[CH3:15]. Reported procedure: 2-[(Z)-Ethylimino]-3-(2-methylphenyl)-thiazolidin-4-one is prepared following Method B and starting from o-tolylamine, chloroacetyl chloride and ethylisothiocyanate. LC-MS: tR=0.59 min, [M+1]+=235, 1H NMR (CDCl3): δ 7.36-7.28 (m, 3H), 7.15-7.10 (m, 1H), 4.01 (s, 2H), 3.41-3.30 (m, 2H), 2.19 (s, 3H), 1.20-1.13 (m, 3H).